Dataset: the Open Reaction Database (ORD), a public repository of structured organic reaction records. Task: describe an organic reaction: reactants, conditions, products, and yield The reactants are CCCCCCCCCCCCCCNC(=O)C(CC(=O)OCc1ccccc1)NC(=O)CCCCCNC(=O)CCCCCCCCC, CO, C1CCOC1. Product: CCCCCCCCCCCCCCNC(=O)C(CC(=O)O)NC(=O)CCCCCNC(=O)CCCCCCCCC. Reaction SMILES: [CH2:1]([c:2]1[cH:3][cH:4][cH:5][cH:6][cH:7]1)[O:8][C:9]([CH2:10][CH:11]([C:12]([NH:13][CH2:14][CH2:15][CH2:16][CH2:17][CH2:18][CH2:19][CH2:20][CH2:21][CH2:22][CH2:23][CH2:24][CH2:25][CH2:26][CH3:27])=[O:28])[NH:29][C:30]([CH2:31][CH2:32][CH2:33][CH2:34][CH2:35][NH:36][C:37]([CH2:38][CH2:39][CH2:40][CH2:41][CH2:42][CH2:43][CH2:44][CH2:45][CH3:46])=[O:47])=[O:48])=[O:49].[CH3:55][OH:56].[O:50]1[CH2:51][CH2:52][CH2:53][CH2:54]1>>[O:8]=[C:9]([CH2:10][CH:11]([C:12]([NH:13][CH2:14][CH2:15][CH2:16][CH2:17][CH2:18][CH2:19][CH2:20][CH2:21][CH2:22][CH2:23][CH2:24][CH2:25][CH2:26][CH3:27])=[O:28])[NH:29][C:30]([CH2:31][CH2:32][CH2:33][CH2:34][CH2:35][NH:36][C:37]([CH2:38][CH2:39][CH2:40][CH2:41][CH2:42][CH2:43][CH2:44][CH2:45][CH3:46])=[O:47])=[O:48])[OH:49]. The reactants are COc1cc2c(=O)n(COC(=O)C(C)(C)C)cnc2cc1OCCCS(C)(=O)=O, CO, Cl, [Na+], [OH-], O. Yields the product COc1cc2c(=O)[nH]cnc2cc1OCCCS(C)(=O)=O. RXN SMILES: [CH3:1][O:2][c:3]1[cH:4][c:5]2[c:6](=[O:29])[n:7]([CH2:21][O:22][C:23](=[O:24])[C:25]([CH3:26])([CH3:27])[CH3:28])[cH:8][n:9][c:10]2[cH:11][c:12]1[O:13][CH2:14][CH2:15][CH2:16][S:17](=[O:18])(=[O:19])[CH3:20].[CH3:34][OH:35].[ClH:33].[Na+:31].[OH-:30].[OH2:32]>>[CH3:1][O:2][c:3]1[cH:4][c:5]2[c:6](=[O:29])[nH:7][cH:8][n:9][c:10]2[cH:11][c:12]1[O:13][CH2:14][CH2:15][CH2:16][S:17](=[O:18])(=[O:19])[CH3:20]. Reactants: [Al+3], O=C1NCCC2CN(Cc3ccccc3)CC12, C1CCOC1, [H-], [H-], [H-], [H-], [Li+]. Product: c1ccc(CN2CC3CCNCC3C2)cc1. RXN SMILES: [Al+3:19].[CH2:1]([c:2]1[cH:3][cH:4][cH:5][cH:6][cH:7]1)[N:8]1[CH2:9][CH:10]2[C:11](=[O:17])[NH:12][CH2:13][CH2:14][CH:15]2[CH2:16]1.[CH2:24]1[O:25][CH2:26][CH2:27][CH2:28]1.[H-:18].[H-:21].[H-:22].[H-:23].[Li+:20]>>[CH2:1]([c:2]1[cH:3][cH:4][cH:5][cH:6][cH:7]1)[N:8]1[CH2:9][CH:10]2[CH2:11][NH:12][CH2:13][CH2:14][CH:15]2[CH2:16]1. The reactants are FC(C(=O)O)(F)F.N[C@H]([C@H](CC1=CC=CC=C1)NC(C1=CC(=NC(=C1)N(C[C@@H]1[C@H](C1)C)CCOC)N(C)S(=O)(=O)C(C)C)=O)CF (N-[(1S,2R)-2-amino-1-benzyl-3-fluoropropyl]-2-[(isopropylsulfonyl)(methyl)amino]-6-((2-methoxyethyl){[(1S,2S)-2-methylcyclopropyl]methyl}amino)isonicotinamide trifluoroacetate), C1CC(=O)N(C1=O)Cl (NCS). Run in C(Cl)Cl (methylene chloride). Reaction conditions: time 24 hour. The product is N[C@H]([C@H](CC1=CC=CC=C1)NC(C1=CC(=NC(=C1)N(C[C@@H]1[C@H](C1)C)CCOC)N(C)S(=O)(=O)C(C)C)=O)CF (N-[(1S,2R)-2-amino-1-benzyl-3-fluoropropyl]-2-[(isopropylsulfonyl)(methyl)amino]-6-((2-methoxyethyl){[(1S,2S)-2-methylcyclopropyl]methyl}amino)isonicotinamide). Reaction SMILES: FC(F)(F)C(O)=O.[NH2:8][C@@H:9]([CH2:45][F:46])[C@@H:10]([NH:18][C:19](=[O:44])[C:20]1[CH:25]=[C:24]([N:26]([CH2:32][CH2:33][O:34][CH3:35])[CH2:27][C@H:28]2[CH2:30][C@@H:29]2[CH3:31])[N:23]=[C:22]([N:36]([S:38]([CH:41]([CH3:43])[CH3:42])(=[O:40])=[O:39])[CH3:37])[CH:21]=1)[CH2:11][C:12]1[CH:17]=[CH:16][CH:15]=[CH:14][CH:13]=1.C1C(=O)N(Cl)C(=O)C1>C(Cl)Cl>[NH2:8][C@@H:9]([CH2:45][F:46])[C@@H:10]([NH:18][C:19](=[O:44])[C:20]1[CH:25]=[C:24]([N:26]([CH2:32][CH2:33][O:34][CH3:35])[CH2:27][C@H:28]2[CH2:30][C@@H:29]2[CH3:31])[N:23]=[C:22]([N:36]([S:38]([CH:41]([CH3:43])[CH3:42])(=[O:39])=[O:40])[CH3:37])[CH:21]=1)[CH2:11][C:12]1[CH:13]=[CH:14][CH:15]=[CH:16][CH:17]=1 |f:0.1|. Procedure details: N-[(1S,2R)-2-amino-1-benzyl-3-fluoropropyl]-2-[(isopropylsulfonyl)(methyl)amino]-6-((2-methoxyethyl){[(1S,2S)-2-methylcyclopropyl]methyl}amino)isonicotinamide was prepared via procedure described in Example 95. A solution of N-[(1S,2R)-2-amino-1-benzyl-3-fluoropropyl]-2-[(isopropylsulfonyl)(methyl)amino]-6-((2-methoxyethyl){[(1S,2S)-2-methylcyclopropyl]methyl}amino)isonicotinamide trifluoroacetate (0.11 g, 0.2 mmol) in 5 mL methylene chloride was treated with NCS (0.026 g, 0.2 mmol) and the resu...